Dataset: the Open Reaction Database (ORD), a public repository of structured organic reaction records. Task: describe an organic reaction: reactants, conditions, products, and yield Starting materials: NC1=C(C(=O)O)C=CC=N1 (2-aminonicotinic acid), CN (methylamine), N1(CCCC1)CCCOC1=CC=C(C=O)C=C1 (4-(3-pyrrolidin-1-ylpropoxy)benzaldehyde). Product: CN1C(=NC2=C(C1=O)C=CC=N2)C2=CC=C(C=C2)OCCCN2CCCC2 (3-Methyl-2-[4-(3-pyrrolidin-1-ylpropoxy)-phenyl]pyrido[2,3-d]-pyrimidin-4(3H)-one). As a reaction SMILES: [NH2:1][C:2]1[N:10]=[CH:9][CH:8]=[CH:7][C:3]=1[C:4]([OH:6])=O.[CH3:11][NH2:12].[N:13]1([CH2:18][CH2:19][CH2:20][O:21][C:22]2[CH:29]=[CH:28][C:25]([CH:26]=O)=[CH:24][CH:23]=2)[CH2:17][CH2:16][CH2:15][CH2:14]1>>[CH3:11][N:12]1[C:4](=[O:6])[C:3]2[CH:7]=[CH:8][CH:9]=[N:10][C:2]=2[N:1]=[C:26]1[C:25]1[CH:28]=[CH:29][C:22]([O:21][CH2:20][CH2:19][CH2:18][N:13]2[CH2:17][CH2:16][CH2:15][CH2:14]2)=[CH:23][CH:24]=1. Reported procedure: The entitled compound was obtained according to the method of Example 15 but starting from 2-aminonicotinic acid, methylamine and 4-(3-pyrrolidin-1-ylpropoxy)benzaldehyde. Starting materials: C#CCCCCCCCCCCC (1-tridecyne), BrC1=CC=C(C=CC(=O)OC)C=C1 (methyl 4-bromocinnamate). Reagents/catalysts: C(C)(=O)[O-].[Pd+2].C(C)(=O)[O-] (palladium (II) acetate), C1(=CC=CC=C1)P(C1=CC=CC=C1)C1=CC=CC=C1 (triphenylphosphine). Product: C(#CCCCCCCCCCCC)C1=CC=C(C=CC(=O)OC)C=C1 (Methyl 4-(1-tridecynyl)cinnamate). RXN SMILES: Br[C:2]1[CH:13]=[CH:12][C:5]([CH:6]=[CH:7][C:8]([O:10][CH3:11])=[O:9])=[CH:4][CH:3]=1.[CH:14]#[C:15][CH2:16][CH2:17][CH2:18][CH2:19][CH2:20][CH2:21][CH2:22][CH2:23][CH2:24][CH2:25][CH3:26]>C(N(CC)CC)C.C([O-])(=O)C.[Pd+2].C([O-])(=O)C.C1(P(C2C=CC=CC=2)C2C=CC=CC=2)C=CC=CC=1>[C:14]([C:2]1[CH:13]=[CH:12][C:5]([CH:6]=[CH:7][C:8]([O:10][CH3:11])=[O:9])=[CH:4][CH:3]=1)#[C:15][CH2:16][CH2:17][CH2:18][CH2:19][CH2:20][CH2:21][CH2:22][CH2:23][CH2:24][CH2:25][CH3:26] |f:3.4.5|. Run in C(C)N(CC)CC (triethylamine). Procedure details: To a deaerated solution of methyl 4-bromocinnamate (9.64 g, 40 mmole) in dry triethylamine (120 ml) was added triphenylphosphine (308 mg) followed by 1-tridecyne (8.00 g, 45 mmole) and palladium (II) acetate (92 mg) under nitrogen. The mixture was heated to reflux for 24 hours, the reaction being followed by hplc. After this time the mixture was cooled and the precipitated triethylamine hydrobromide was filtered off and washed with a little triethylamine. The filtrate was evaporated to a red sol... Isolated yield 46.0%. Reactants: CCC1=NN=C(S1)NC(=O)CN(C)C (AK-2), OO (H2O2), CC(=O)O (AcOH). Reaction conditions: time 3 hour. Yields the product CCCC1=NN=C(S1)NC(=O)CN(C)C (AK-3). As a reaction SMILES: [CH3:1][CH2:2][C:3]1[S:7][C:6]([NH:8][C:9]([CH2:11][N:12]([CH3:14])[CH3:13])=[O:10])=[N:5][N:4]=1.OO.[CH3:17]C(O)=O>>[CH3:17][CH2:1][CH2:2][C:3]1[S:7][C:6]([NH:8][C:9]([CH2:11][N:12]([CH3:14])[CH3:13])=[O:10])=[N:5][N:4]=1. Reported procedure: To solution of AK-2 (3.3 g, 13.1 mmol) in AcOH (10 mL) is slowly added H2O2 (1.37 mL, 13.7 mmol). The reaction mixture is stirred at rt for 3 h and is then quenched with saturated Na2SO3(aq) and neutralized with 1N NaOH(aq). The mixture is extracted with EtOAc and concentrated to yield AK-3. The reactants are CC(C)Sc1cc(-c2ccc(CCN(CC(OC3CCCCO3)c3ccccc3)C(=O)OC(C)(C)C)cc2)ccc1C(=O)O, CCOC(C)=O, CN(C)C=O, Cl, NS(=O)(=O)c1cccnc1. The product is CC(C)Sc1cc(-c2ccc(CCN(CC(OC3CCCCO3)c3ccccc3)C(=O)OC(C)(C)C)cc2)ccc1C(=O)NS(=O)(=O)c1cccnc1. RXN SMILES: [C:1]([CH3:2])([CH3:3])([CH3:4])[O:5][C:6](=[O:7])[N:8]([CH2:9][CH2:10][c:11]1[cH:12][cH:13][c:14](-[c:17]2[cH:18][c:19]([S:26][CH:27]([CH3:28])[CH3:29])[c:20]([C:23](=[O:24])[OH:25])[cH:21][cH:22]2)[cH:15][cH:16]1)[CH2:30][CH:31]([O:32][CH:33]1[O:34][CH2:35][CH2:36][CH2:37][CH2:38]1)[c:39]1[cH:40][cH:41][cH:42][cH:43][cH:44]1.[CH3:56][CH2:57][O:58][C:59](=[O:60])[CH3:61].[CH3:62][N:63]([CH3:64])[CH:65]=[O:66].[ClH:55].[n:45]1[cH:46][c:47]([S:51](=[O:52])(=[O:53])[NH2:54])[cH:48][cH:49][cH:50]1>>[C:1]([CH3:2])([CH3:3])([CH3:4])[O:5][C:6](=[O:7])[N:8]([CH2:9][CH2:10][c:11]1[cH:12][cH:13][c:14](-[c:17]2[cH:18][c:19]([S:26][CH:27]([CH3:28])[CH3:29])[c:20]([C:23](=[O:24])[NH:54][S:51]([c:47]3[cH:46][n:45][cH:50][cH:49][cH:48]3)(=[O:52])=[O:53])[cH:21][cH:22]2)[cH:15][cH:16]1)[CH2:30][CH:31]([O:32][CH:33]1[O:34][CH2:35][CH2:36][CH2:37][CH2:38]1)[c:39]1[cH:40][cH:41][cH:42][cH:43][cH:44]1. The reactants are F[B-](F)(F)F, CN1CCOCC1, COc1c(C)cc(C2CCc3nc(C(=O)O)cn3C2)cc1C, Cl, CN(C)C=O, c1ccc(C(c2ccccc2)N2CCNCC2)cc1, CN(C)C(On1nnc2ccccc21)=[N+](C)C. Product: COc1c(C)cc(C2CCc3nc(C(=O)N4CCN(C(c5ccccc5)c5ccccc5)CC4)cn3C2)cc1C. RXN SMILES: [B-:1]([F:2])([F:3])([F:4])[F:5].[CH3:23][N:24]1[CH2:25][CH2:26][O:27][CH2:28][CH2:29]1.[CH3:31][O:32][c:33]1[c:34]([CH3:52])[cH:35][c:36]([CH:40]2[CH2:41][CH2:42][c:43]3[n:44]([cH:46][c:47]([C:49](=[O:50])[OH:51])[n:48]3)[CH2:45]2)[cH:37][c:38]1[CH3:39].[ClH:30].[O:72]=[CH:73][N:74]([CH3:75])[CH3:76].[c:53]1([CH:59]([c:60]2[cH:61][cH:62][cH:63][cH:64][cH:65]2)[N:66]2[CH2:67][CH2:68][NH:69][CH2:70][CH2:71]2)[cH:54][cH:55][cH:56][cH:57][cH:58]1.[n:6]1([O:7][C:8]([N:9]([CH3:10])[CH3:11])=[N+:12]([CH3:13])[CH3:14])[c:15]2[cH:16][cH:17][cH:18][cH:19][c:20]2[n:21][n:22]1>>[CH3:31][O:32][c:33]1[c:34]([CH3:52])[cH:35][c:36]([CH:40]2[CH2:41][CH2:42][c:43]3[n:44]([cH:46][c:47]([C:49](=[O:51])[N:69]4[CH2:68][CH2:67][N:66]([CH:59]([c:53]5[cH:54][cH:55][cH:56][cH:57][cH:58]5)[c:60]5[cH:61][cH:62][cH:63][cH:64][cH:65]5)[CH2:71][CH2:70]4)[n:48]3)[CH2:45]2)[cH:37][c:38]1[CH3:39]. Starting materials: C(C)(C)(C)OC(=O)C1=CC2=C(CC(O2)(C)CO)C(=C1)OC1=CC(=C(C=C1)S(=O)(=O)C)F (4-(3-fluoro-4-methanesulfonyl-phenoxy)-2-hydroxymethyl-2-methyl-2,3-dihydro-benzofuran-6-carboxylic acid tert-butyl ester), NC1=NC=C(C=C1)C (2-amino-5-picoline). Product: CC=1C=CC(=NC1)NC(=O)C1=CC2=C(CC(O2)(C)CO)C(=C1)OC1=CC(=C(C=C1)S(=O)(=O)C)F (4-(3-Fluoro-4-methanesulfonyl-phenoxy)-2-hydroxymethyl-2-methyl-2,3-dihydro-benzofuran-6-carboxylic acid (5-methyl-pyridin-2-yl)-amide). RXN SMILES: C([O:5][C:6]([C:8]1[CH:19]=[C:18]([O:20][C:21]2[CH:26]=[CH:25][C:24]([S:27]([CH3:30])(=[O:29])=[O:28])=[C:23]([F:31])[CH:22]=2)[C:11]2[CH2:12][C:13]([CH2:16][OH:17])([CH3:15])[O:14][C:10]=2[CH:9]=1)=O)(C)(C)C.[NH2:32][C:33]1[CH:38]=[CH:37][C:36]([CH3:39])=[CH:35][N:34]=1>>[CH3:39][C:36]1[CH:37]=[CH:38][C:33]([NH:32][C:6]([C:8]2[CH:19]=[C:18]([O:20][C:21]3[CH:26]=[CH:25][C:24]([S:27]([CH3:30])(=[O:28])=[O:29])=[C:23]([F:31])[CH:22]=3)[C:11]3[CH2:12][C:13]([CH2:16][OH:17])([CH3:15])[O:14][C:10]=3[CH:9]=2)=[O:5])=[N:34][CH:35]=1. Procedure details: The title compound was prepared in a similar manner as described for Example 200, from 4-(3-fluoro-4-methanesulfonyl-phenoxy)-2-hydroxymethyl-2-methyl-2,3-dihydro-benzofuran-6-carboxylic acid tert-butyl ester (232a) and 2-amino-5-picoline. 1H NMR (400 MHz, CDCl3) δ 8.39 (s, 1 H) 8.22 (d, J=8.59 Hz, 1 H) 8.12 (d, J=2.02 Hz, 1 H) 7.93 (t, J=8.46 Hz, 1 H) 7.58 (dd, J=8.34, 2.02 Hz, 1 H) 7.19 (d, J=1.26 Hz, 1 H) 7.13 (d, J=1.26 Hz, 1 H) 6.88 (dd, J=8.84, 2.27 Hz, 1 H) 6.82 (dd, J=10.86, 2.27 Hz, 1 H... Starting materials: O=C(CBr)NCCOc1ccccc1, O=C(OC1CN2CCC1CC2)C1(c2ccccc2)CCCCCC1. Product: [Br-], O=C(C[N+]12CCC(CC1)C(OC(=O)C1(c3ccccc3)CCCCCC1)C2)NCCOc1ccccc1. Reaction SMILES: [Br:25][CH2:26][C:27](=[O:28])[NH:29][CH2:30][CH2:31][O:32][c:33]1[cH:34][cH:35][cH:36][cH:37][cH:38]1.[c:1]1([C:7]2([C:14](=[O:15])[O:16][CH:17]3[CH2:18][N:19]4[CH2:20][CH2:21][CH:22]3[CH2:23][CH2:24]4)[CH2:8][CH2:9][CH2:10][CH2:11][CH2:12][CH2:13]2)[cH:2][cH:3][cH:4][cH:5][cH:6]1>>[Br-:25].[c:1]1([C:7]2([C:14](=[O:15])[O:16][CH:17]3[CH2:18][N+:19]4([CH2:26][C:27](=[O:28])[NH:29][CH2:30][CH2:31][O:32][c:33]5[cH:34][cH:35][cH:36][cH:37][cH:38]5)[CH2:20][CH2:21][CH:22]3[CH2:23][CH2:24]4)[CH2:8][CH2:9][CH2:10][CH2:11][CH2:12][CH2:13]2)[cH:2][cH:3][cH:4][cH:5][cH:6]1. Reactants: [Si](C)(C)(C(C)(C)C)O[C@@H]1C=C2C=C[C@@H]([C@@H]([C@H]2[C@H](C1)OC(C(C)(C)OCC1=CC=CC=C1)=O)CC[C@@H]1C[C@H](CC(O1)=O)O[Si](C)(C)C(C)(C)C)C ((4R,6R)-6-{(1S,2S,6S,8S,8aR)-2-[1,2,6,7,8,8a-Hexahydro-6-t-butyldimethylsilyloxy-8-(2-benzyloxy-2-methylpropionyloxy)-2-methyl-1-naphthyl]ethyl}tetrahydro-4-t-butyldimethylsilyloxy-2H-pyran-2-one), solution, [F-].C(CCC)[N+](CCCC)(CCCC)CCCC (tetrabutylammonium fluoride). The solvent is O1CCCC1 (tetrahydrofuran). Product: O[C@@H]1C=C2C=C[C@@H]([C@@H]([C@H]2[C@H](C1)OC(C(C)(C)OCC1=CC=CC=C1)=O)CC[C@@H]1C[C@H](CC(O1)=O)O)C ((4R,6R)-6-{(1S,2S,6S,8S,8aR)-2-[1,2,6,7,8,8a-Hexahydro-6-hydroxy-8-(2-benzyloxy-2-methylpropionyloxy)-2-methyl-1-naphthyl]ethyl}tetrahydro-4-hydroxy-2H-pyran-2-one). Yield: 91.5%. RXN SMILES: [Si]([O:8][C@H:9]1[CH2:18][C@H:17]([O:19][C:20](=[O:32])[C:21]([O:24][CH2:25][C:26]2[CH:31]=[CH:30][CH:29]=[CH:28][CH:27]=2)([CH3:23])[CH3:22])[C@H:16]2[C:11]([CH:12]=[CH:13][C@H:14]([CH3:50])[C@@H:15]2[CH2:33][CH2:34][C@H:35]2[O:40][C:39](=[O:41])[CH2:38][C@H:37]([O:42][Si](C(C)(C)C)(C)C)[CH2:36]2)=[CH:10]1)(C(C)(C)C)(C)C.[F-].C([N+](CCCC)(CCCC)CCCC)CCC>O1CCCC1>[OH:8][C@H:9]1[CH2:18][C@H:17]([O:19][C:20](=[O:32])[C:21]([O:24][CH2:25][C:26]2[CH:31]=[CH:30][CH:29]=[CH:28][CH:27]=2)([CH3:22])[CH3:23])[C@H:16]2[C:11]([CH:12]=[CH:13][C@H:14]([CH3:50])[C@@H:15]2[CH2:33][CH2:34][C@H:35]2[O:40][C:39](=[O:41])[CH2:38][C@H:37]([OH:42])[CH2:36]2)=[CH:10]1 |f:1.2|. Procedure: A procedure similar to that described in Example 2, above, was followed, but using 419 mg of (4R,6R)-6-{(1S,2S,6S,8S,8aR)-2-[1,2,6,7,8,8a-hexahydro-6-t-butyldimethylsilyloxy-8-(2-benzyloxy-2-methylpropionyloxy)-2-methyl-1-naphthyl]ethyl}tetrahydro-4-t-butyldimethylsilyloxy-2H-pyran-2-one [prepared as described in Example 169, above] and 8.1 ml of a 1.0 molar solution of tetrabutylammonium fluoride in tetrahydrofuran, to give 263 mg of the title compound as a colorless foam. Reactants: O=C(c1ccc(OCC(F)F)cc1)c1cc(Br)ccc1Cl, COC(C)(C)C, O=C([O-])O, CC[SiH](CC)CC, CC#N, [Na+]. The product is FC(F)COc1ccc(Cc2cc(Br)ccc2Cl)cc1. RXN SMILES: [Br:1][c:2]1[cH:3][cH:4][c:5]([Cl:21])[c:6]([C:8](=[O:9])[c:10]2[cH:11][cH:12][c:13]([O:16][CH2:17][CH:18]([F:19])[F:20])[cH:14][cH:15]2)[cH:7]1.[C:29]([O:30][CH3:31])([CH3:32])([CH3:33])[CH3:34].[C:35](=[O:36])([OH:37])[O-:38].[CH2:22]([SiH:23]([CH2:24][CH3:25])[CH2:26][CH3:27])[CH3:28].[CH3:40][C:41]#[N:42].[Na+:39]>>[Br:1][c:2]1[cH:3][cH:4][c:5]([Cl:21])[c:6]([CH2:8][c:10]2[cH:11][cH:12][c:13]([O:16][CH2:17][CH:18]([F:19])[F:20])[cH:14][cH:15]2)[cH:7]1.